Dataset: the Open Reaction Database (ORD), a public repository of structured organic reaction records. Task: describe an organic reaction: reactants, conditions, products, and yield Reactants: BrC(C)Br (dibromoethane), [Na] (sodium), COC=1C=C(C=C(C1OC)OC)C(C(=O)OCC)C#N (ethyl 3,4,5-trimethoxy-α-cyanobenzeneacetate), [Na] (sodium). Solvent: C(C)O (ethanol), C(C)O (ethanol), C(C)O (ethanol). Reaction conditions: temperature 90 celsius. Product: COC=1C=C(C=C(C1OC)OC)C(C(=O)OCC)(C#N)CCBr (ethyl 3,4,5-trimethoxy-α-(2-bromoethyl)-α-cyanobenzeneacetate). Isolated yield 65.0%. RXN SMILES: [Na].[CH3:2][O:3][C:4]1[CH:5]=[C:6]([CH:14]([C:20]#[N:21])[C:15]([O:17][CH2:18][CH3:19])=[O:16])[CH:7]=[C:8]([O:12][CH3:13])[C:9]=1[O:10][CH3:11].[Br:22][CH:23](Br)[CH3:24]>C(O)C>[CH3:13][O:12][C:8]1[CH:7]=[C:6]([C:14]([CH2:24][CH2:23][Br:22])([C:20]#[N:21])[C:15]([O:17][CH2:18][CH3:19])=[O:16])[CH:5]=[C:4]([O:3][CH3:2])[C:9]=1[O:10][CH3:11] |^1:0|. Procedure details: To dry ethanol (100 ml) under a nitrogen atmosphere was added sodium (4.2 gm, 0.18 mol). After the sodium had completely dissolved, ethyl 3,4,5-trimethoxy-α-cyanobenzeneacetate (50.0 g, 0.18 mol) in ethanol (70 ml) was added dropwise over 30 minutes. A slight exotherm was observed. The reaction was heated to 90° C. for 30 minutes, then added dropwise over 2 hours to a refluxing solution of dibromoethane (340.0 g, 1.8 mol) in ethanol (500 ml). The reaction was refluxed an additional 3 hours, then...